This data is from the Open Reaction Database (ORD), a public repository of structured organic reaction records. The task is: describe an organic reaction: reactants, conditions, products, and yield Starting materials: C1=CC=C2C=3C(N=CCO2)=NOC13 (4,5-dihydroisoxazolo[3,4,5-ef][1,4]benzoxazepine), [H-].[Na+] (sodium hydride), C(C#C)Br (propargyl bromide). The solvent is CN(C=O)C (dimethylformamide). Reaction conditions: temperature 80 celsius. The product is C(C#C)C=1C=CC2=C3C(N=CCOC31)=NO2 (4,5-dihydro-3-(2-propynyl)isoxazolo[3,4,5-ef][1,4]benzoxazepine). Isolated yield 53.3%. RXN SMILES: [CH:1]1[C:13]2[O:12][N:11]=[C:6]3[N:7]=[CH:8][CH2:9][O:10][C:4]([C:5]=23)=[CH:3][CH:2]=1.[H-].[Na+].[CH2:16](Br)[C:17]#[CH:18]>CN(C)C=O>[CH2:18]([C:3]1[CH:2]=[CH:1][C:13]2[O:12][N:11]=[C:6]3[N:7]=[CH:8][CH2:9][O:10][C:4]=1[C:5]=23)[C:17]#[CH:16] |f:1.2|. Procedure details: A solution of 4,5-dihydroisoxazolo[3,4,5-ef][1,4]benzoxazepine of Example 7(b) (3.9 g; 22.1 mmoles) in 120 ml dimethylformamide was added to a suspension of sodium hydride (1.4 g; 27.7 mmoles). This was followed by a solution of propargyl bromide (2.7 ml of 80% solution; 24.4 mmoles). The reaction was heated at 80° C. for 1.5 hours and then quenched into water (400 ml). The resulting precipitate was filtered, rinsed and dried, then passed through a column of florisil (ethyl acetate/dichlorometha... Starting materials: ClCCCOC1=C(OC2=CC=C(C=C2C1=O)C(=O)OCC)C1=CC=CC=C1 (3-(3-Chloropropoxy)-6-ethoxycarbonylflavone), N1=C(C=CC2=CC=CC=C12)CN1CCNCC1 (1-(2-quinolinylmethyl)piperazine), C(O)([O-])=O.[Na+] (sodium hydrogencarbonate), [I-].[Na+] (sodium iodide). The solvent is CC(CC)=O (2-butanone). Conditions: time 8 hour. Product: C(C)OC(=O)C=1C=C2C(C(=C(OC2=CC1)C1=CC=CC=C1)OCCCN1CCN(CC1)CC1=NC2=CC=CC=C2C=C1)=O (6-ethoxycarbonyl-3-[3-(4-(2-quinolinylmethyl)piperazin-1-yl)propoxy]flavon). Yield: 75.0%. RXN SMILES: Cl[CH2:2][CH2:3][CH2:4][O:5][C:6]1[C:15](=[O:16])[C:14]2[C:9](=[CH:10][CH:11]=[C:12]([C:17]([O:19][CH2:20][CH3:21])=[O:18])[CH:13]=2)[O:8][C:7]=1[C:22]1[CH:27]=[CH:26][CH:25]=[CH:24][CH:23]=1.[N:28]1[C:37]2[C:32](=[CH:33][CH:34]=[CH:35][CH:36]=2)[CH:31]=[CH:30][C:29]=1[CH2:38][N:39]1[CH2:44][CH2:43][NH:42][CH2:41][CH2:40]1.C(=O)([O-])O.[Na+].[I-].[Na+]>CC(=O)CC>[CH2:20]([O:19][C:17]([C:12]1[CH:13]=[C:14]2[C:9](=[CH:10][CH:11]=1)[O:8][C:7]([C:22]1[CH:27]=[CH:26][CH:25]=[CH:24][CH:23]=1)=[C:6]([O:5][CH2:4][CH2:3][CH2:2][N:42]1[CH2:43][CH2:44][N:39]([CH2:38][C:29]3[CH:30]=[CH:31][C:32]4[C:37](=[CH:36][CH:35]=[CH:34][CH:33]=4)[N:28]=3)[CH2:40][CH2:41]1)[C:15]2=[O:16])=[O:18])[CH3:21] |f:2.3,4.5|. Procedure: 3-(3-Chloropropoxy)-6-ethoxycarbonylflavone (1.2 mmol), 1-(2-quinolinylmethyl)piperazine (0.32 g, 1.2 mmol), sodium hydrogencarbonate (0.31 g, 2.9 mmol) and sodium iodide (0.43 g, 2.9 mmol) were dissolved in 25 ml of 2-butanone, followed by overnight refluxing. The reaction mixture was concentrated under reduced pressure. Chloroform was added to the residue, and an insoluble matter was removed. The filtrate was concentrated under reduced pressure. The residue was purified by chromatography on a ...